Task: describe an organic reaction: reactants, conditions, products, and yield. Dataset: the Open Reaction Database (ORD), a public repository of structured organic reaction records Starting materials: CNC1CCN(C)CC1, CC(=O)[O-], CCO, O=[N+]([O-])c1cc(F)cc(F)c1, [Na+], O. Yields the product CN1CCC(NCc2cc(F)cc([N+](=O)[O-])c2)CC1. As a reaction SMILES: [CH3:12][N:13]1[CH2:14][CH2:15][CH:16]([NH:19][CH3:20])[CH2:17][CH2:18]1.[CH3:22][C:23](=[O:24])[O-:25].[CH3:26][CH2:27][OH:28].[F:1][c:2]1[cH:3][c:4]([F:11])[cH:5][c:6]([N+:8](=[O:9])[O-:10])[cH:7]1.[Na+:21].[OH2:29]>>[c:2]1([CH2:20][NH:19][CH:16]2[CH2:15][CH2:14][N:13]([CH3:12])[CH2:18][CH2:17]2)[cH:3][c:4]([F:11])[cH:5][c:6]([N+:8](=[O:9])[O-:10])[cH:7]1. Reactants: CC#N, CC(C)c1ncc[nH]1, CCN(C(C)C)C(C)C, CCOC(=O)c1ccc(F)c([N+](=O)[O-])c1. The product is CCOC(=O)c1ccc(-n2ccnc2C(C)C)c([N+](=O)[O-])c1. Reaction SMILES: [CH3:33][C:34]#[N:35].[CH:16]([CH3:17])([CH3:18])[c:19]1[nH:20][cH:21][cH:22][n:23]1.[CH:24]([N:25]([CH2:26][CH3:27])[CH:28]([CH3:29])[CH3:30])([CH3:31])[CH3:32].[F:1][c:2]1[c:3]([N+:13](=[O:14])[O-:15])[cH:4][c:5]([C:6](=[O:7])[O:8][CH2:9][CH3:10])[cH:11][cH:12]1>>[c:2]1(-[n:20]2[c:19]([CH:16]([CH3:17])[CH3:18])[n:23][cH:22][cH:21]2)[c:3]([N+:13](=[O:14])[O-:15])[cH:4][c:5]([C:6](=[O:7])[O:8][CH2:9][CH3:10])[cH:11][cH:12]1. Starting materials: CCN=C=NCCCN(C)C, COc1cc(C(=O)O)cc([N+](=O)[O-])c1, COCCN, ClCCl, Cl. Yields the product COCCNC(=O)c1cc(OC)cc([N+](=O)[O-])c1. As a reaction SMILES: [CH3:16][N:17]([CH3:18])[CH2:19][CH2:20][CH2:21][N:22]=[C:23]=[N:24][CH2:25][CH3:26].[CH3:1][O:2][c:3]1[cH:4][c:5]([C:6](=[O:7])[OH:8])[cH:9][c:10]([N+:12](=[O:13])[O-:14])[cH:11]1.[CH3:27][O:28][CH2:29][CH2:30][NH2:31].[Cl:32][CH2:33][Cl:34].[ClH:15]>>[CH3:1][O:2][c:3]1[cH:4][c:5]([C:6](=[O:8])[NH:31][CH2:30][CH2:29][O:28][CH3:27])[cH:9][c:10]([N+:12](=[O:13])[O-:14])[cH:11]1. Starting materials: CCOC(=O)C(C)CC(Cc1ccc(-c2ccccc2)cc1)NC(=O)c1ccc(C(N)=O)s1, CCO, [Na+], [OH-]. Product: CC(CC(Cc1ccc(-c2ccccc2)cc1)NC(=O)c1ccc(C(N)=O)s1)C(=O)O. Reaction SMILES: [CH2:1]([CH3:2])[O:3][C:4]([CH:5]([CH2:6][CH:7]([CH2:8][c:9]1[cH:10][cH:11][c:12](-[c:15]2[cH:16][cH:17][cH:18][cH:19][cH:20]2)[cH:13][cH:14]1)[NH:21][C:22](=[O:23])[c:24]1[s:25][c:26]([C:29]([NH2:30])=[O:31])[cH:27][cH:28]1)[CH3:32])=[O:33].[CH3:36][CH2:37][OH:38].[Na+:35].[OH-:34]>>[O:3]=[C:4]([CH:5]([CH2:6][CH:7]([CH2:8][c:9]1[cH:10][cH:11][c:12](-[c:15]2[cH:16][cH:17][cH:18][cH:19][cH:20]2)[cH:13][cH:14]1)[NH:21][C:22](=[O:23])[c:24]1[s:25][c:26]([C:29]([NH2:30])=[O:31])[cH:27][cH:28]1)[CH3:32])[OH:33].